From a dataset of the Open Reaction Database (ORD), a public repository of structured organic reaction records. describe an organic reaction: reactants, conditions, products, and yield Starting materials: O (water), reagent, C(=O)C12C3=CC=CC=C3C(C=3C=CC=CC13)C2 (9-formyl-9,10-dihydro-9,10-methanoanthracene), reduced chromium, CC(=O)C.OS(=O)(=O)O.O=[Cr](=O)=O (Jones reagent). The reagents and catalysts are [O-2].[O-2].[O-2].[Cr+6] (chromium trioxide). The solvent is CC(=O)C (acetone). The product is C1=CC=CC=2C3C4=CC=CC=C4C(C12)(C3)C(=O)O (9,10-Dihydro-9,10-methano-9-anthracenecarboxylic acid). Isolated yield 80.0%. Reaction SMILES: [CH:1]([C:3]12[CH2:17][CH:10]([C:11]3[CH:12]=[CH:13][CH:14]=[CH:15][C:16]=31)[C:9]1[C:4]2=[CH:5][CH:6]=[CH:7][CH:8]=1)=[O:2].CC(C)=[O:20].OS(O)(=O)=O.O=[Cr](=O)=O.O>CC(C)=O.[O-2].[O-2].[O-2].[Cr+6]>[CH:5]1[C:4]2[C:3]3([C:1]([OH:20])=[O:2])[CH2:17][CH:10]([C:11]4[C:16]3=[CH:15][CH:14]=[CH:13][CH:12]=4)[C:9]=2[CH:8]=[CH:7][CH:6]=1 |f:1.2.3,6.7.8.9|. Procedure: To a cooled solution (0° C.) of 9-formyl-9,10-dihydro-9,10-methanoanthracene (literature preparation: M. Sunagawa, et al.; Chem. Pharm. Bull. Vol. 27 (1979) pp 1806-1812; U.S. Pat. No. 4,224,344 Sunagawa et al., Sumitomo, Ltd.; Sep. 23, 1980; U.S. Pat. No. 4,358,620 Sunagawa et al., Sumitomo, Ltd.; Nov. 9, 1982) (78.5 mmol) in acetone (260 mL) was added Jones reagent (24 mL; 27 g chromium trioxide, 23 mL water diluted up to 100 mL of reagent solution) in portions. The reagent was added until an ... Starting materials: O=C([O-])[O-], CCOC(=O)C(C)Br, COC(=O)c1cc(Br)ccc1O, CC(C)=O, [K+], [K+]. Product: CCOC(=O)C(C)Oc1ccc(Br)cc1C(=O)OC. Reaction SMILES: [C:21](=[O:22])([O-:23])[O-:24].[CH2:13]([CH3:14])[O:15][C:16]([CH:17]([CH3:18])[Br:19])=[O:20].[CH3:1][O:2][C:3]([c:4]1[c:5]([OH:11])[cH:6][cH:7][c:8]([Br:10])[cH:9]1)=[O:12].[CH3:27][C:28](=[O:29])[CH3:30].[K+:25].[K+:26]>>[CH3:1][O:2][C:3]([c:4]1[c:5]([O:11][CH:17]([C:16]([O:15][CH2:13][CH3:14])=[O:20])[CH3:18])[cH:6][cH:7][c:8]([Br:10])[cH:9]1)=[O:12].